From a dataset of the Open Reaction Database (ORD), a public repository of structured organic reaction records. describe an organic reaction: reactants, conditions, products, and yield The reactants are C(C)(C)(C)C=1C(=C(C=C(C1)C(C)(C)C)C(=CC#N)C)OCCCCCCC (3-(3,5-di-t-butyl-2-n-heptyloxyphenyl)-but-2-enenitrile). Reagents/catalysts: [Pd] (Pd on carbon). Run in CCOC(=O)C (EtOAc). Reaction conditions: time 1 minute. The product is C(C)(C)(C)C=1C(=C(C=C(C1)C(C)(C)C)C(CC#N)C)OCCCCCCC (3-(3,5-di-t-butyl-2-n-heptyloxyphenyl)-butyronitrile). Isolated yield 89.7%. RXN SMILES: [C:1]([C:5]1[C:6]([O:20][CH2:21][CH2:22][CH2:23][CH2:24][CH2:25][CH2:26][CH3:27])=[C:7]([C:15]([CH3:19])=[CH:16][C:17]#[N:18])[CH:8]=[C:9]([C:11]([CH3:14])([CH3:13])[CH3:12])[CH:10]=1)([CH3:4])([CH3:3])[CH3:2]>CCOC(C)=O.[Pd]>[C:1]([C:5]1[C:6]([O:20][CH2:21][CH2:22][CH2:23][CH2:24][CH2:25][CH2:26][CH3:27])=[C:7]([CH:15]([CH3:19])[CH2:16][C:17]#[N:18])[CH:8]=[C:9]([C:11]([CH3:12])([CH3:13])[CH3:14])[CH:10]=1)([CH3:4])([CH3:3])[CH3:2]. Procedure: To a solution of 3-(3,5-di-t-butyl-2-n-heptyloxyphenyl)-but-2-enenitrile (900 mg, 2.64 mmol) in EtOAc (5 mL) was added 10% Pd on carbon (20 mg, catalytic amount). The mixture was placed under vacuum for 1 min followed by addition of H2. After stirring for 24 h under an atmosphere of H2, the solution was filtered through celite. The celite washed with EtOAc (3×5 mL) and the solution was concentrated to give the reduced product 3-(3,5-di-t-butyl-2-n-heptyloxyphenyl)-butyronitrile 880 mg (97%): TLC...